Dataset: the Open Reaction Database (ORD), a public repository of structured organic reaction records. Task: describe an organic reaction: reactants, conditions, products, and yield Starting materials: C(=O)C1C(C(N(C1)C1=NN(C=C1NC(OC(C)(C)C)=O)C)=O)(C)C (tert-butyl (3-(4-formyl-3,3-dimethyl-2-oxopyrrolidin-1-yl)-1-methyl-1H-pyrazol-4-yl)carbamate), CNC.C1CCOC1 (dimethylamine THF), C(C)(=O)O[BH-](OC(C)=O)OC(C)=O.[Na+] (sodium triacetoxyborohydride), C(O)([O-])=O.[Na+] (sodium hydrogen carbonate). Solvent: C1CCOC1 (THF), C(C)(=O)O (acetic acid). Conditions: time 16 hour. The product is CN(C)CC1C(C(N(C1)C1=NN(C=C1NC(OC(C)(C)C)=O)C)=O)(C)C (tert-butyl (3-(4-((dimethylamino)methyl)-3,3-dimethyl-2-oxopyrrolidin-1-yl)-1-methyl-1H-pyrazol-4-yl)carbamate). As a reaction SMILES: [CH:1]([CH:3]1[CH2:7][N:6]([C:8]2[C:12]([NH:13][C:14](=[O:20])[O:15][C:16]([CH3:19])([CH3:18])[CH3:17])=[CH:11][N:10]([CH3:21])[N:9]=2)[C:5](=[O:22])[C:4]1([CH3:24])[CH3:23])=O.[CH3:25][NH:26][CH3:27].C1COCC1.C(O[BH-](OC(=O)C)OC(=O)C)(=O)C.[Na+].C(=O)([O-])O.[Na+]>C1COCC1.C(O)(=O)C>[CH3:25][N:26]([CH2:1][CH:3]1[CH2:7][N:6]([C:8]2[C:12]([NH:13][C:14](=[O:20])[O:15][C:16]([CH3:18])([CH3:19])[CH3:17])=[CH:11][N:10]([CH3:21])[N:9]=2)[C:5](=[O:22])[C:4]1([CH3:23])[CH3:24])[CH3:27] |f:1.2,3.4,5.6|. Procedure details: To a solution of tert-butyl (3-(4-formyl-3,3-dimethyl-2-oxopyrrolidin-1-yl)-1-methyl-1H-pyrazol-4-yl)carbamate (173 mg) obtained in Step D of Example 4, 2M dimethylamine THF solution (0.39 mL) and acetic acid (30 μL) in THF (5.0 mL) was added sodium triacetoxyborohydride (220 mg). The reaction mixture was stirred at room temperature for 16 hr, saturated aqueous sodium hydrogen carbonate solution was added thereto, and the mixture was extracted with ethyl acetate. The extract was washed with satu... The reactants are CC(=O)O, CSCCN1C(=O)CN=C(c2ccccc2)c2cc(Cl)ccc21, N, O, O, OO. Reaction SMILES: [CH3:26][C:27]([OH:28])=[O:29].[CH3:3][S:4][CH2:5][CH2:6][N:7]1[C:8](=[O:25])[CH2:9][N:10]=[C:11]([c:19]2[cH:20][cH:21][cH:22][cH:23][cH:24]2)[c:12]2[c:13]1[cH:14][cH:15][c:16]([Cl:18])[cH:17]2.[NH3:31].[OH2:30].[OH2:32].[OH:1][OH:2]>>[CH3:3][S:4]([CH2:5][CH2:6][N:7]1[C:8](=[O:25])[CH2:9][N:10]=[C:11]([c:19]2[cH:20][cH:21][cH:22][cH:23][cH:24]2)[c:12]2[c:13]1[cH:14][cH:15][c:16]([Cl:18])[cH:17]2)=[O:28]. The product is CS(=O)CCN1C(=O)CN=C(c2ccccc2)c2cc(Cl)ccc21. Starting materials: C1CCC2=NCCCN2CC1, COCCOC, CS(=O)(=O)c1nc(N)nc(-c2ccco2)c1C#N, OCc1ccccc1. Yields the product N#Cc1c(OCc2ccccc2)nc(N)nc1-c1ccco1. Reaction SMILES: [CH2:27]1[CH2:28][CH2:29][C:30]2=[N:35][CH2:34][CH2:33][CH2:32][N:31]2[CH2:36][CH2:37]1.[CH2:38]([CH2:39][O:40][CH3:41])[O:42][CH3:43].[NH2:1][c:2]1[n:3][c:4]([S:15]([CH3:16])(=[O:17])=[O:18])[c:5]([C:13]#[N:14])[c:6](-[c:8]2[o:9][cH:10][cH:11][cH:12]2)[n:7]1.[OH:19][CH2:20][c:21]1[cH:22][cH:23][cH:24][cH:25][cH:26]1>>[NH2:1][c:2]1[n:3][c:4]([O:19][CH2:20][c:21]2[cH:22][cH:23][cH:24][cH:25][cH:26]2)[c:5]([C:13]#[N:14])[c:6](-[c:8]2[o:9][cH:10][cH:11][cH:12]2)[n:7]1. The reactants are C1(CCCCC1)C(=O)NC=1C=C2C(=NC=NC2=CC1)NC=C(C(=O)OC)C(=O)OC (dimethyl [[6-cyclohexanecarboxamido-4-quinazolinylamino]methylene]propanedioate), C1(=CC=CC=C1)OC1=CC=CC=C1 (diphenyl ether). Reaction conditions: temperature 260 celsius, time 15 minute. Yields the product O=C1C(=CN=C2N1C=NC=1C=CC(=CC21)NC(=O)C2CCCCC2)C(=O)OC (methyl 4-oxo-10-cyclohexanecarboxamido-4H-pyrimido[1,2-C]quinazoline-3-carboxylate). Yield: 97.6%. As a reaction SMILES: [CH:1]1([C:7]([NH:9][C:10]2[CH:11]=[C:12]3[C:17](=[CH:18][CH:19]=2)[N:16]=[CH:15][N:14]=[C:13]3[NH:20][CH:21]=[C:22]([C:27]([O:29][CH3:30])=[O:28])[C:23](OC)=[O:24])=[O:8])[CH2:6][CH2:5][CH2:4][CH2:3][CH2:2]1.C1(OC2C=CC=CC=2)C=CC=CC=1>>[O:24]=[C:23]1[N:14]2[CH:15]=[N:16][C:17]3[CH:18]=[CH:19][C:10]([NH:9][C:7]([CH:1]4[CH2:2][CH2:3][CH2:4][CH2:5][CH2:6]4)=[O:8])=[CH:11][C:12]=3[C:13]2=[N:20][CH:21]=[C:22]1[C:27]([O:29][CH3:30])=[O:28]. Procedure details: A mixture of dimethyl [[6-cyclohexanecarboxamido-4-quinazolinylamino]methylene]propanedioate (4 g) and diphenyl ether (31 ml) was stirred at 260° C. for 15 minutes. After cooling to ambient temperature, the resulting solid was collected by filtration, washed with hexane and dried. There was obtained methyl 4-oxo-10-cyclohexanecarboxamido-4H-pyrimido[1,2-C]quinazoline-3-carboxylate (3.6 g). Starting materials: N1N=CN=C1 (1H-[1,2,4]triazole), IC1=CC=CC=C1 (iodo-benzene). Product: C1(=CC=CC=C1)N1N=CN=C1 (1-phenyl-1H-[1,2,4]triazole). As a reaction SMILES: [NH:1]1[CH:5]=[N:4][CH:3]=[N:2]1.I[C:7]1[CH:12]=[CH:11][CH:10]=[CH:9][CH:8]=1>>[C:7]1([N:1]2[CH:5]=[N:4][CH:3]=[N:2]2)[CH:12]=[CH:11][CH:10]=[CH:9][CH:8]=1. Reported procedure: Following General Procedure A (90° C., 30 hours), 1H-[1,2,4]triazole (104 mg, 1.5 mmol) is coupled with iodo-benzene (112 μL, 1.0 mmol). The crude brown oil is purified by flash chromatography on silica gel (eluent: dichloromethane/hexanes=50/50) to provide 120 mg (83% isolated yield) of the desired product as a light yellow solid. The reactants are O=C([O-])[O-], COC(=O)CC(=O)OC, CC(C)Oc1ccc(CCl)cc1, [K+], [K+], CN(C)C=O. Product: COC(=O)C(Cc1ccc(OC(C)C)cc1)C(=O)OC. As a reaction SMILES: [C:22](=[O:23])([O-:24])[O-:25].[CH3:13][O:14][C:15]([CH2:16][C:17](=[O:18])[O:19][CH3:20])=[O:21].[Cl:1][CH2:2][c:3]1[cH:4][cH:5][c:6]([O:9][CH:10]([CH3:11])[CH3:12])[cH:7][cH:8]1.[K+:26].[K+:27].[O:28]=[CH:29][N:30]([CH3:31])[CH3:32]>>[CH2:2]([c:3]1[cH:4][cH:5][c:6]([O:9][CH:10]([CH3:11])[CH3:12])[cH:7][cH:8]1)[CH:16]([C:15]([O:14][CH3:13])=[O:21])[C:17](=[O:18])[O:19][CH3:20]. Starting materials: C(C)(C)(C)OC(=O)N1C(=CC2=CC=CC=C12)C1=C(N=NC(=C1)C1=CC=NC=C1)OC (2-(3-Methoxy-6-pyridin-4-yl-pyridazin-4-yl)-indole-1-carboxylic acid tert-butyl ester), C(=O)(C(F)(F)F)O (TFA). Solvent: ClCCl (dichloromethane). Product: FC(C(=O)O)(F)F.COC=1N=NC(=CC1C=1NC2=CC=CC=C2C1)C1=CC=NC=C1 (2-(3-Methoxy-6-pyridin-4-yl-pyridazin-4-yl)-1H-indole trifluoroacetate). Reaction SMILES: C(OC([N:8]1[C:16]2[C:11](=[CH:12][CH:13]=[CH:14][CH:15]=2)[CH:10]=[C:9]1[C:17]1[CH:22]=[C:21]([C:23]2[CH:28]=[CH:27][N:26]=[CH:25][CH:24]=2)[N:20]=[N:19][C:18]=1[O:29][CH3:30])=O)(C)(C)C.[C:31]([OH:37])([C:33]([F:36])([F:35])[F:34])=[O:32]>ClCCl>[F:34][C:33]([F:36])([F:35])[C:31]([OH:37])=[O:32].[CH3:30][O:29][C:18]1[N:19]=[N:20][C:21]([C:23]2[CH:28]=[CH:27][N:26]=[CH:25][CH:24]=2)=[CH:22][C:17]=1[C:9]1[NH:8][C:16]2[C:11]([CH:10]=1)=[CH:12][CH:13]=[CH:14][CH:15]=2 |f:3.4|. Procedure: A solution of 5.5 g 2-(3-Methoxy-6-pyridin-4-yl-pyridazin-4-yl)-indole-1-carboxylic acid tert-butyl ester and 5 ml TFA in 10 ml dichloromethane stirred for 18 h at room temperature. The solvent is evaporated and the crude product purified by suspended in water and collecting the precipitate.